The task is: describe an organic reaction: reactants, conditions, products, and yield. This data is from the Open Reaction Database (ORD), a public repository of structured organic reaction records. The reactants are FC1=CC=C(C(=O)O)C=C1 (4-fluorobenzoic acid), NC(=O)N (urea). The reagents and catalysts are P(O)(O)O (phosphorous acid). Solvent: C1(=CC(=CC(=C1)C)C)C (mesitylene). Conditions: temperature 154 celsius, time 8 hour. Product: FC1=CC=C(C(=O)N)C=C1 (4-fluorobenzamide). Isolated yield 72.9%. As a reaction SMILES: [F:1][C:2]1[CH:10]=[CH:9][C:5]([C:6](O)=[O:7])=[CH:4][CH:3]=1.[NH2:11]C(N)=O>C1(C)C=C(C)C=C(C)C=1.P(O)(O)O>[F:1][C:2]1[CH:10]=[CH:9][C:5]([C:6]([NH2:11])=[O:7])=[CH:4][CH:3]=1. Reported procedure: 70.0 g (0.5 mol) of 4-fluorobenzoic acid, 30.0 g (0.50 mol) of urea and 0.5 g of phosphorous acid are heated in 100 ml of mesitylene with stirring at from 150 to 158° C. for 8 h. After cooling to 25° C. the solid is filtered off with suction and is washed with 50 ml of mesitylene. The filter cake is introduced into 250 ml of water, and the mixture is adjusted to a pH of 12 with aqueous sodium hydroxide solution and subjected to steam distillation. Subsequently the solid is filtered off with suct... Reactants: COC(=O)C=1SC(=CC1N(C(=O)[C@@H]1CC[C@H](CC1)C)[C@@H]1CC[C@H](CC1)OC)C1=C(CCCC1F)F (5-(2,6-difluoro-cyclohex-1-enyl)-3-[(trans-4-methoxy-cyclohexyl)-(trans-4-methyl-cyclohexanecarbonyl)-amino]-thiophene-2-carboxylic acid methyl ester), COC(=O)C=1SC(=CC1N(C(=O)[C@@H]1CC[C@H](CC1)C)[C@@H]1CC[C@H](CC1)OC)C1=C(C(CCC1)F)F (5-(2,3-Difluoro-cyclohex-1-enyl)-3-[(trans-4-methoxy-cyclohexyl)-(trans-4-methyl-cyclohexanecarbonyl)-amino]-thiophene-2-carboxylic acid methyl ester), [Li+].[OH-] (LiOH), O (water). Solvent: C1CCOC1.O.CO (THF H2O MeOH). Reaction conditions: temperature 70 celsius, time 5 hour. Yields the product FC1=C(C(CCC1)F)C1=CC(=C(S1)C(=O)O)N(C(=O)[C@@H]1CC[C@H](CC1)C)[C@@H]1CC[C@H](CC1)OC (5-(2,6-difluoro-cyclohex-1-enyl)-3-[(trans-4-methoxy-cyclohexyl)-(trans-4-methyl-cyclohexanecarbonyl)-amino]-thiophene-2-carboxylic acid), FC1=C(CCCC1F)C1=CC(=C(S1)C(=O)O)N(C(=O)[C@@H]1CC[C@H](CC1)C)[C@@H]1CC[C@H](CC1)OC (5-(2,3-difluoro-cyclohex-1-enyl)-3-[(trans-4-methoxy-cyclohexyl)-(trans-4-methyl-cyclohexanecarbonyl)-amino]-thiophene-2-carboxylic acid). Reaction SMILES: C[O:2][C:3]([C:5]1[S:6][C:7]([C:28]2[CH:33]([F:34])[CH2:32][CH2:31][CH2:30][C:29]=2[F:35])=[CH:8][C:9]=1[N:10]([C@H:20]1[CH2:25][CH2:24][C@H:23]([O:26][CH3:27])[CH2:22][CH2:21]1)[C:11]([C@H:13]1[CH2:18][CH2:17][C@H:16]([CH3:19])[CH2:15][CH2:14]1)=[O:12])=[O:4].C[O:37][C:38]([C:40]1[S:41][C:42]([C:63]2[CH2:68][CH2:67][CH2:66][CH:65]([F:69])[C:64]=2[F:70])=[CH:43][C:44]=1[N:45]([C@H:55]1[CH2:60][CH2:59][C@H:58]([O:61][CH3:62])[CH2:57][CH2:56]1)[C:46]([C@H:48]1[CH2:53][CH2:52][C@H:51]([CH3:54])[CH2:50][CH2:49]1)=[O:47])=[O:39].[Li+].[OH-].O>C1COCC1.O.CO>[F:35][C:29]1[CH2:30][CH2:31][CH2:32][CH:33]([F:34])[C:28]=1[C:7]1[S:6][C:5]([C:3]([OH:4])=[O:2])=[C:9]([N:10]([C@H:20]2[CH2:21][CH2:22][C@H:23]([O:26][CH3:27])[CH2:24][CH2:25]2)[C:11]([C@H:13]2[CH2:18][CH2:17][C@H:16]([CH3:19])[CH2:15][CH2:14]2)=[O:12])[CH:8]=1.[F:70][C:64]1[CH:65]([F:69])[CH2:66][CH2:67][CH2:68][C:63]=1[C:42]1[S:41][C:40]([C:38]([OH:39])=[O:37])=[C:44]([N:45]([C@H:55]2[CH2:56][CH2:57][C@H:58]([O:61][CH3:62])[CH2:59][CH2:60]2)[C:46]([C@H:48]2[CH2:53][CH2:52][C@H:51]([CH3:54])[CH2:50][CH2:49]2)=[O:47])[CH:43]=1 |f:2.3,5.6.7|. Procedure details: To a solution of 5-(2,6-difluoro-cyclohex-1-enyl)-3-[(trans-4-methoxy-cyclohexyl)-(trans-4-methyl-cyclohexanecarbonyl)-amino]-thiophene-2-carboxylic acid methyl ester and 5-(2,3-Difluoro-cyclohex-1-enyl)-3-[(trans-4-methoxy-cyclohexyl)-(trans-4-methyl-cyclohexanecarbonyl)-amino]-thiophene-2-carboxylic acid methyl ester (83 mg, 0.16 mmol) in THF: H2O: MeOH (3:1:2) (2 mL), was added LiOH in water (1N) (0.5 mL, 0.5 mmol). The reaction mixture was stirred at 70° C. for 5 h. The mixture was concentra... Reactants: O=C1CCC(=O)N1Br, OCc1ccnc(Br)c1, O=C([O-])O, [Na+], [Na+], [Na+], O=C([O-])[O-], c1ccccc1. Product: O=Cc1ccnc(Br)c1. Reaction SMILES: [Br:10][N:11]1[C:12](=[O:13])[CH2:14][CH2:15][C:16]1=[O:17].[Br:1][c:2]1[n:3][cH:4][cH:5][c:6]([CH2:8][OH:9])[cH:7]1.[C:24](=[O:25])([O-:26])[OH:27].[Na+:18].[Na+:19].[Na+:28].[O-:20][C:21](=[O:22])[O-:23].[cH:29]1[cH:30][cH:31][cH:32][cH:33][cH:34]1>>[Br:1][c:2]1[n:3][cH:4][cH:5][c:6]([CH:8]=[O:9])[cH:7]1. Reactants: CC(=O)Nc1nc(C)c(-c2cc(S(=O)(=O)NC3CCC(O)CC3)sc2Br)s1, [Li]CCCC, C1CCOC1. The product is CC(=O)Nc1nc(C)c(-c2csc(S(=O)(=O)NC3CCC(O)CC3)c2)s1. As a reaction SMILES: [Br:1][c:2]1[s:3][c:4]([S:17]([NH:18][CH:19]2[CH2:20][CH2:21][CH:22]([OH:25])[CH2:23][CH2:24]2)(=[O:26])=[O:27])[cH:5][c:6]1-[c:7]1[c:8]([CH3:16])[n:9][c:10]([NH:12][C:13]([CH3:14])=[O:15])[s:11]1.[CH2:28]([Li:29])[CH2:30][CH2:31][CH3:32].[CH2:33]1[O:34][CH2:35][CH2:36][CH2:37]1>>[cH:2]1[s:3][c:4]([S:17]([NH:18][CH:19]2[CH2:20][CH2:21][CH:22]([OH:25])[CH2:23][CH2:24]2)(=[O:26])=[O:27])[cH:5][c:6]1-[c:7]1[c:8]([CH3:16])[n:9][c:10]([NH:12][C:13]([CH3:14])=[O:15])[s:11]1. Reactants: CC1=CC=CC(=N1)CCOC=1C=CC=C(C#N)C1 (5-[2-(6-methyl-2-pyridyl)ethoxy]benzonitrile), C(=O)O (formic acid). Reagents/catalysts: [Ni] (Raney nickel). Yields the product CC1=CC=CC(=N1)CCOC1=CC=C(C=O)C=C1 (4-[2-(6-methyl-2-pyridyl)ethoxy]benzaldehyde). RXN SMILES: [CH3:1][C:2]1[N:7]=[C:6]([CH2:8][CH2:9][O:10][C:11]2[CH:12]=[CH:13][CH:14]=[C:15]([CH:18]=2)C#N)[CH:5]=[CH:4][CH:3]=1.[CH:19](O)=[O:20]>[Ni]>[CH3:1][C:2]1[N:7]=[C:6]([CH2:8][CH2:9][O:10][C:11]2[CH:18]=[CH:15][C:14]([CH:19]=[O:20])=[CH:13][CH:12]=2)[CH:5]=[CH:4][CH:3]=1. Procedure: A mixture of 5-[2-(6-methyl-2-pyridyl)ethoxy]benzonitrile (9.62 g), Raney nickel alloy (10.0 g) and 75% formic acid (150 ml) was heated under reflux for 1 hour. The reaction mixture was filtered and the filtrate was concentrated. The residue was diluted with water, alkalinized with 4N-KOH, and extracted with ethyl ether. The ethyl ether layer was washed with water and dried (MgSO4) and the solvent was distilled off. The residue was recrystallized from ethyl etherhexane to give 4-[2-(6-methyl-2-p...